Dataset: the Open Reaction Database (ORD), a public repository of structured organic reaction records. Task: describe an organic reaction: reactants, conditions, products, and yield Reactants: CN(C)C(=O)C1CN(Cc2ccccc2)CCO1, CCO, O=C[O-], [NH4+]. Product: CN(C)C(=O)C1CNCCO1. RXN SMILES: [CH2:1]([c:2]1[cH:3][cH:4][cH:5][cH:6][cH:7]1)[N:8]1[CH2:9][CH:10]([C:14](=[O:15])[N:16]([CH3:17])[CH3:18])[O:11][CH2:12][CH2:13]1.[CH3:23][CH2:24][OH:25].[CH:19]([O-:20])=[O:21].[NH4+:22]>>[NH:8]1[CH2:9][CH:10]([C:14](=[O:15])[N:16]([CH3:17])[CH3:18])[O:11][CH2:12][CH2:13]1. The reactants are C[C@H]1N(CCNC1)C(=O)OC(C)(C)C (1,1-dimethylethyl (2R)-2-methyl-1-piperazinecarboxylate), CCN(C(C)C)C(C)C (DIPEA), solution, Cl (HCl), O1CCOCC1 (1,4-dioxane), FC(OC1=CC=C(C=C1)S(=O)(=O)Cl)(F)F (4-[(trifluoromethyl)oxy]benzenesulfonyl chloride). Reagents/catalysts: O (water). Run in C(Cl)Cl (DCM). Conditions: time 3 hour. The product is C[C@@H]1CN(CCN1)S(=O)(=O)C1=CC=C(C=C1)OC(F)(F)F ((3R)-3-methyl-1-({4-[(trifluoromethyl)oxy]phenyl}sulfonyl)piperazine). Isolated yield 90.1%. As a reaction SMILES: [CH3:1][C@@H:2]1[CH2:7][NH:6][CH2:5][CH2:4][N:3]1C(OC(C)(C)C)=O.CCN(C(C)C)C(C)C.[F:24][C:25]([F:38])([F:37])[O:26][C:27]1[CH:32]=[CH:31][C:30]([S:33](Cl)(=[O:35])=[O:34])=[CH:29][CH:28]=1.Cl.O1CCOCC1>C(Cl)Cl.O>[CH3:1][C@H:2]1[NH:3][CH2:4][CH2:5][N:6]([S:33]([C:30]2[CH:29]=[CH:28][C:27]([O:26][C:25]([F:24])([F:37])[F:38])=[CH:32][CH:31]=2)(=[O:35])=[O:34])[CH2:7]1. Reported procedure: To a solution of 1,1-dimethylethyl (2R)-2-methyl-1-piperazinecarboxylate (2.00 g, 9.99 mmol) in DCM (200 ml) was added DIPEA (3.66 ml, 20.97 mmol) and then 4-[(trifluoromethyl)oxy]benzenesulfonyl chloride (1.69 ml, 9.99 mmol) and the resulting mixture stirred at room temperature for 90 min. The reaction mixture was then concentrated under vacuum and re-dissolved in 1,4-dioxane (100 ml). A 4M solution of HCl in 1,4-dioxane (100 ml, 400 mmol) and a few drops of distilled water were added and the m... Reactants: C1CCOC1, CNC, CC(C)CC(C(N)=O)N(Cc1ccc(Cl)nc1)S(=O)(=O)c1ccc(Cl)cc1. The product is CC(C)CC(C(N)=O)N(Cc1ccc(N(C)C)nc1)S(=O)(=O)c1ccc(Cl)cc1. RXN SMILES: [CH2:31]1[O:32][CH2:33][CH2:34][CH2:35]1.[CH3:28][NH:29][CH3:30].[Cl:1][c:2]1[cH:3][cH:4][c:5]([S:8](=[O:9])(=[O:10])[N:11]([CH2:12][c:13]2[cH:14][cH:15][c:16]([Cl:19])[n:17][cH:18]2)[CH:20]([C:21](=[O:22])[NH2:23])[CH2:24][CH:25]([CH3:26])[CH3:27])[cH:6][cH:7]1>>[Cl:1][c:2]1[cH:3][cH:4][c:5]([S:8](=[O:9])(=[O:10])[N:11]([CH2:12][c:13]2[cH:14][cH:15][c:16]([N:29]([CH3:28])[CH3:30])[n:17][cH:18]2)[CH:20]([C:21](=[O:22])[NH2:23])[CH2:24][CH:25]([CH3:26])[CH3:27])[cH:6][cH:7]1.